Dataset: the Open Reaction Database (ORD), a public repository of structured organic reaction records. Task: describe an organic reaction: reactants, conditions, products, and yield Reactants: CC(=O)Nc1ccc(C(=O)Cl)cc1, CC(=O)Nc1ccc(C(=O)O)cc1, CC1(C)OB(c2ccc([N+](=O)[O-])c(N)c2)OC1(C)C, CN(C)c1ccncc1, c1ccncc1. The product is CC(=O)Nc1ccc(C(=O)Nc2cc(B3OC(C)(C)C(C)(C)O3)ccc2[N+](=O)[O-])cc1. Reaction SMILES: [C:20]([CH3:21])(=[O:22])[NH:23][c:24]1[cH:25][cH:26][c:27]([C:28](=[O:29])[Cl:30])[cH:31][cH:32]1.[C:33]([NH:34][c:35]1[cH:36][cH:37][c:38]([C:39]([OH:40])=[O:41])[cH:42][cH:43]1)(=[O:44])[CH3:45].[CH3:1][C:2]1([CH3:19])[O:3][B:4]([c:9]2[cH:10][cH:11][c:12]([N+:16](=[O:17])[O-:18])[c:13]([NH2:15])[cH:14]2)[O:5][C:6]1([CH3:7])[CH3:8].[CH3:52][N:53]([CH3:54])[c:55]1[cH:56][cH:57][n:58][cH:59][cH:60]1.[cH:46]1[cH:47][cH:48][n:49][cH:50][cH:51]1>>[CH3:1][C:2]1([CH3:19])[O:3][B:4]([c:9]2[cH:10][cH:11][c:12]([N+:16](=[O:17])[O-:18])[c:13]([NH:15][C:28]([c:27]3[cH:26][cH:25][c:24]([NH:23][C:20]([CH3:21])=[O:22])[cH:32][cH:31]3)=[O:29])[cH:14]2)[O:5][C:6]1([CH3:7])[CH3:8]. Procedure: 40 ml of dichloromethane was added to a mixture of 2.0 g (5.94 mM) of 2-decyl-5-(3-fluoro-4-hydroxyphenyl)-1,3,4-thiadiazole and 0.61 g (5.97 mM) of pentanoic acid. Under stirring at room temperature, 1.21 g (5.86 mM) of N,N'-dicyclohexylcarbodiimide (DCC) and 0.05 g of 4-pyrrolidinopyridine were successively added to the above mixture, followed by stirring for 19 hours at room temperature. After the reaction, precipitated N,N'-dicyclohexylurea was recovered by filtration, washed with dichlorome... As a reaction SMILES: [CH2:1]([C:11]1[S:12][C:13]([C:16]2[CH:21]=[CH:20][C:19]([OH:22])=[C:18]([F:23])[CH:17]=2)=[N:14][N:15]=1)[CH2:2][CH2:3][CH2:4][CH2:5][CH2:6][CH2:7][CH2:8][CH2:9][CH3:10].[C:24](O)(=[O:29])[CH2:25][CH2:26][CH2:27][CH3:28].C1(N=C=NC2CCCCC2)CCCCC1.N1(C2C=CN=CC=2)CCCC1>ClCCl>[CH2:1]([C:11]1[S:12][C:13]([C:16]2[CH:21]=[CH:20][C:19]([O:22][C:24](=[O:29])[CH2:25][CH2:26][CH2:27][CH3:28])=[C:18]([F:23])[CH:17]=2)=[N:14][N:15]=1)[CH2:2][CH2:3][CH2:4][CH2:5][CH2:6][CH2:7][CH2:8][CH2:9][CH3:10]. Solvent: ClCCl (dichloromethane). Starting materials: C(CCCCCCCCC)C=1SC(=NN1)C1=CC(=C(C=C1)O)F (2-decyl-5-(3-fluoro-4-hydroxyphenyl)-1,3,4-thiadiazole), C(CCCC)(=O)O (pentanoic acid), C1(CCCCC1)N=C=NC1CCCCC1 (N,N'-dicyclohexylcarbodiimide), N1(CCCC1)C1=CC=NC=C1 (4-pyrrolidinopyridine). The product is C(CCCCCCCCC)C=1SC(=NN1)C1=CC(=C(C=C1)OC(CCCC)=O)F (2-decyl-5-(3-fluoro-4-pentanoyloxyphenyl)-1,3,4-thiadiazole). Yield: 56.0%. Starting materials: O=C([O-])[O-], CCOC(=O)c1cnc(N(Cc2ccc(OC)cc2)c2ccc(N3CCOCC3)nc2)cc1NC(=O)C(F)(F)F, CO, [K+], [K+], O. Product: CCOC(=O)c1cnc(N(Cc2ccc(OC)cc2)c2ccc(N3CCOCC3)nc2)cc1N. As a reaction SMILES: [C:43](=[O:44])([O-:45])[O-:46].[CH2:1]([CH3:2])[O:3][C:4](=[O:5])[c:6]1[cH:7][n:8][c:9]([N:19]([c:20]2[cH:21][n:22][c:23]([N:26]3[CH2:27][CH2:28][O:29][CH2:30][CH2:31]3)[cH:24][cH:25]2)[CH2:32][c:33]2[cH:34][cH:35][c:36]([O:39][CH3:40])[cH:37][cH:38]2)[cH:10][c:11]1[NH:12][C:13](=[O:14])[C:15]([F:16])([F:17])[F:18].[CH3:41][OH:42].[K+:47].[K+:48].[OH2:49]>>[CH2:1]([CH3:2])[O:3][C:4](=[O:5])[c:6]1[cH:7][n:8][c:9]([N:19]([c:20]2[cH:21][n:22][c:23]([N:26]3[CH2:27][CH2:28][O:29][CH2:30][CH2:31]3)[cH:24][cH:25]2)[CH2:32][c:33]2[cH:34][cH:35][c:36]([O:39][CH3:40])[cH:37][cH:38]2)[cH:10][c:11]1[NH2:12]. Reactants: [Br-], CCOC(=O)C1=C(c2ccc3c(c2)OCO3)c2ccccc2C1=O, C1CCOC1, Fc1ccc([Mg+])cc1. Yields the product CCOC(=O)C1=C(c2ccc3c(c2)OCO3)c2ccccc2C1(O)c1ccc(F)cc1. RXN SMILES: [Br-:25].[CH2:1]1[O:2][c:3]2[cH:4][c:5]([C:10]3=[C:11]([C:20](=[O:21])[O:22][CH2:23][CH3:24])[C:12](=[O:19])[c:13]4[cH:14][cH:15][cH:16][cH:17][c:18]43)[cH:6][cH:7][c:8]2[O:9]1.[CH2:34]1[O:35][CH2:36][CH2:37][CH2:38]1.[F:26][c:27]1[cH:28][cH:29][c:30]([Mg+:33])[cH:31][cH:32]1>>[CH2:1]1[O:2][c:3]2[cH:4][c:5]([C:10]3=[C:11]([C:20](=[O:21])[O:22][CH2:23][CH3:24])[C:12]([OH:19])([c:30]4[cH:29][cH:28][c:27]([F:26])[cH:32][cH:31]4)[c:13]4[cH:14][cH:15][cH:16][cH:17][c:18]43)[cH:6][cH:7][c:8]2[O:9]1. Reactants: CC(C)O, Cc1nn(C)c2nc(-c3ccccc3F)nc(Cl)c12, Cl, Nc1ccncc1, C1COCCO1. Yields the product Cc1nn(C)c2nc(-c3ccccc3F)nc(Nc3ccncc3)c12. As a reaction SMILES: [CH:34]([OH:35])([CH3:36])[CH3:37].[Cl:1][c:2]1[c:3]2[c:4]([n:5][c:6](-[c:8]3[c:9]([F:14])[cH:10][cH:11][cH:12][cH:13]3)[n:7]1)[n:15]([CH3:19])[n:16][c:17]2[CH3:18].[ClH:27].[NH2:20][c:21]1[cH:22][cH:23][n:24][cH:25][cH:26]1.[O:28]1[CH2:29][CH2:30][O:31][CH2:32][CH2:33]1>>[c:2]1([NH:20][c:21]2[cH:22][cH:23][n:24][cH:25][cH:26]2)[c:3]2[c:4]([n:5][c:6](-[c:8]3[c:9]([F:14])[cH:10][cH:11][cH:12][cH:13]3)[n:7]1)[n:15]([CH3:19])[n:16][c:17]2[CH3:18].